From a dataset of the Open Reaction Database (ORD), a public repository of structured organic reaction records. describe an organic reaction: reactants, conditions, products, and yield Yields the product C(CCCC)N1CCC(=CC1)C1=CNC2=CC=CC=C12 (3-(1-pentyl-1,2,3,6-tetrahydropyridin-4-yl)-1H-indole). Reaction SMILES: [CH2:1](I)[CH2:2][CH2:3][CH2:4][CH3:5].[NH:7]1[CH2:12][CH:11]=[C:10]([C:13]2[C:21]3[C:16](=[CH:17][CH:18]=[CH:19][CH:20]=3)[NH:15][CH:14]=2)[CH2:9][CH2:8]1>CC(C)=O.[Ag]=O>[CH2:1]([N:7]1[CH2:8][CH:9]=[C:10]([C:13]2[C:21]3[C:16](=[CH:17][CH:18]=[CH:19][CH:20]=3)[NH:15][CH:14]=2)[CH2:11][CH2:12]1)[CH2:2][CH2:3][CH2:4][CH3:5]. Reagents/catalysts: [Ag]=O (silver oxide). Reaction conditions: time 4 hour. Procedure details: 5.18 g of silver oxide and then 20 ml of pentyl iodide were added to a solution of 10 g of 3-(1,2,3,6-tetrahydropyridin-4yl)-1H-indole in 100 ml of acetone and after stirring the mixture for 4 hours at room temperature, another 2.5 ml of pentyl iodide were added thereto. The mixture was stirred for one hour and was filtered and the filter was rinsed with a 1-1 methylene chloride-methanol mixture. The filtrate was evaporated to dryness under reduced pressure at 40° C. and the residue was chromato... Starting materials: C(CCCC)I (pentyl iodide), N1CCC(=CC1)C1=CNC2=CC=CC=C12 (3-(1,2,3,6-tetrahydropyridin-4yl)-1H-indole), C(CCCC)I (pentyl iodide). The solvent is CC(=O)C (acetone). Reactants: N1=CN=C(C=C1)N(C(=O)C1=CC2=C(N(C(=N2)COC2=CC=C(C=C2)C#N)C)C=C1)CCC(=O)OCC (1-methyl-2-[(4-cyanophenyl)oxymethyl]-benzimidazol-5-yl-carboxylic acid-N-(4-pyrimidyl)-N-(2-ethoxycarbonylethyl)-amide), Cl (hydrochloric acid), C([O-])([O-])=O.[NH4+].[NH4+] (ammonium carbonate). The solvent is C(C)O (ethanol). Product: Cl.N1=CN=C(C=C1)N(C(=O)C1=CC2=C(N(C(=N2)COC2=CC=C(C=C2)C(N)=N)C)C=C1)CCC(=O)OCC (1-Methyl-2-[(4-amidinophenyl)oxymethyl]-benzimidazol-5-yl-carboxylic Acid-N-(4-pyrimidyl)-N-(2-ethoxycarbonylethyl)-amide-hydrochloride). RXN SMILES: [N:1]1[CH:6]=[CH:5][C:4]([N:7]([CH2:30][CH2:31][C:32]([O:34][CH2:35][CH3:36])=[O:33])[C:8]([C:10]2[CH:29]=[CH:28][C:13]3[N:14]([CH3:27])[C:15]([CH2:17][O:18][C:19]4[CH:24]=[CH:23][C:22]([C:25]#[N:26])=[CH:21][CH:20]=4)=[N:16][C:12]=3[CH:11]=2)=[O:9])=[N:3][CH:2]=1.[ClH:37].C(=O)([O-])[O-].[NH4+:42].[NH4+]>C(O)C>[ClH:37].[N:1]1[CH:6]=[CH:5][C:4]([N:7]([CH2:30][CH2:31][C:32]([O:34][CH2:35][CH3:36])=[O:33])[C:8]([C:10]2[CH:29]=[CH:28][C:13]3[N:14]([CH3:27])[C:15]([CH2:17][O:18][C:19]4[CH:24]=[CH:23][C:22]([C:25](=[NH:42])[NH2:26])=[CH:21][CH:20]=4)=[N:16][C:12]=3[CH:11]=2)=[O:9])=[N:3][CH:2]=1 |f:2.3.4,6.7|. Procedure details: Prepared analogously to Example 25d from 1-methyl-2-[(4-cyanophenyl)oxymethyl]-benzimidazol-5-yl-carboxylic acid-N-(4-pyrimidyl)-N-(2-ethoxycarbonylethyl)-amide and ethanolic hydrochloric acid, ethanol and ammonium carbonate. Reactants: Cc1ncc[nH]1, CN(C)CC1CCc2oc3ccccc3c2C1=O, Cl, Cl, O. Product: Cc1nccn1CC1CCc2oc3ccccc3c2C1=O, Cl. As a reaction SMILES: [CH3:20][c:21]1[nH:22][cH:23][cH:24][n:25]1.[CH3:2][N:3]([CH3:4])[CH2:5][CH:6]1[C:7](=[O:19])[c:8]2[c:9]([o:10][c:11]3[c:12]2[cH:13][cH:14][cH:15][cH:16]3)[CH2:17][CH2:18]1.[ClH:1].[ClH:26].[OH2:27]>>[CH2:5]([CH:6]1[C:7](=[O:19])[c:8]2[c:9]([o:10][c:11]3[c:12]2[cH:13][cH:14][cH:15][cH:16]3)[CH2:17][CH2:18]1)[n:22]1[c:21]([CH3:20])[n:25][cH:24][cH:23]1.[ClH:1].